Dataset: the Open Reaction Database (ORD), a public repository of structured organic reaction records. Task: describe an organic reaction: reactants, conditions, products, and yield Reactants: C=CC#N, CCCCCCCC[N+](C)(CCCCCCCC)CCCCCCCC, CC(C)O, [Cl-], Clc1ccc(N2CCNCC2)cc1Cl. The product is N#CCCN1CCN(c2ccc(Cl)c(Cl)c2)CC1. RXN SMILES: [C:15]([CH:16]=[CH2:17])#[N:18].[CH3:20][N+:21]([CH2:22][CH2:23][CH2:24][CH2:25][CH2:26][CH2:27][CH2:28][CH3:29])([CH2:30][CH2:31][CH2:32][CH2:33][CH2:34][CH2:35][CH2:36][CH3:37])[CH2:38][CH2:39][CH2:40][CH2:41][CH2:42][CH2:43][CH2:44][CH3:45].[CH3:46][CH:47]([OH:48])[CH3:49].[Cl-:19].[Cl:1][c:2]1[cH:3][c:4]([N:9]2[CH2:10][CH2:11][NH:12][CH2:13][CH2:14]2)[cH:5][cH:6][c:7]1[Cl:8]>>[Cl:1][c:2]1[cH:3][c:4]([N:9]2[CH2:10][CH2:11][N:12]([CH2:17][CH2:16][C:15]#[N:18])[CH2:13][CH2:14]2)[cH:5][cH:6][c:7]1[Cl:8]. Reactants: [K+], [K+], Nc1c(Nc2cccnc2)c(=O)c1=O, O=C([O-])[O-], CC(C)(Cc1ccccc1)C(NC(=O)c1ccncc1)n1nnc2ccccc21. Yields the product CC(C)(Cc1ccccc1)C(NC(=O)c1ccncc1)Nc1c(Nc2cccnc2)c(=O)c1=O. Reaction SMILES: [K+:44].[K+:45].[NH2:1][c:2]1[c:3](=[O:14])[c:4](=[O:13])[c:5]1[NH:6][c:7]1[cH:8][n:9][cH:10][cH:11][cH:12]1.[O-:46][C:47]([O-:48])=[O:49].[n:15]1([CH:24]([C:25]([CH2:26][c:27]2[cH:28][cH:29][cH:30][cH:31][cH:32]2)([CH3:33])[CH3:34])[NH:35][C:36]([c:37]2[cH:38][cH:39][n:40][cH:41][cH:42]2)=[O:43])[c:16]2[cH:17][cH:18][cH:19][cH:20][c:21]2[n:22][n:23]1>>[NH:1]([c:2]1[c:3](=[O:14])[c:4](=[O:13])[c:5]1[NH:6][c:7]1[cH:8][n:9][cH:10][cH:11][cH:12]1)[CH:24]([C:25]([CH2:26][c:27]1[cH:28][cH:29][cH:30][cH:31][cH:32]1)([CH3:33])[CH3:34])[NH:35][C:36]([c:37]1[cH:38][cH:39][n:40][cH:41][cH:42]1)=[O:43].